Dataset: the Open Reaction Database (ORD), a public repository of structured organic reaction records. Task: describe an organic reaction: reactants, conditions, products, and yield Reactants: ClC1=NC=CC=C1[N+](=O)[O-] (2-chloro-3-nitropyridine), [N-]=C=S.[K+] (potassium isothiocyanate), ice H2O. The solvent is C(C)(=O)O (acetic acid). Product: N(=C=S)C1=NC=CC=C1[N+](=O)[O-] (2-isothiocyanato-3-nitro pyridine). As a reaction SMILES: Cl[C:2]1[C:7]([N+:8]([O-:10])=[O:9])=[CH:6][CH:5]=[CH:4][N:3]=1.[N-:11]=[C:12]=[S:13].[K+]>C(O)(=O)C>[N:11]([C:2]1[C:7]([N+:8]([O-:10])=[O:9])=[CH:6][CH:5]=[CH:4][N:3]=1)=[C:12]=[S:13] |f:1.2|. Reported procedure: A 10 g sample of 2-chloro-3-nitropyridine, an 8 g sample of potassium isothiocyanate, and 75 ml of acetic acid were combined and refluxed for 2 h. The reaction mixture was then cooled and poured into 400 ml of ice/H2O. The resulting solid was washed with water, redissolved in ethyl acetate and washed (4×) with water. The ethyl acetate solution was then treated with activated carbon, dried over anhydrous Na2SO4, filtered and evaporated to dryness to provide 3.72 g of the title compound. m.p.=115°... The reactants are OC=1C=CC(=NC1)C (5-hydroxy-2-methylpyridine), C(CCC)Br (n-butyl bromide), C([O-])([O-])=O.[K+].[K+] (potassium carbonate). Solvent: CC(=O)C (acetone). Yields the product C(CCC)OC=1C=CC(=NC1)C (5-butoxy-α-picoline). The yield is 48.4%. Reaction SMILES: [OH:1][C:2]1[CH:3]=[CH:4][C:5]([CH3:8])=[N:6][CH:7]=1.[CH2:9](Br)[CH2:10][CH2:11][CH3:12].C(=O)([O-])[O-].[K+].[K+]>CC(C)=O>[CH2:9]([O:1][C:2]1[CH:3]=[CH:4][C:5]([CH3:8])=[N:6][CH:7]=1)[CH2:10][CH2:11][CH3:12] |f:2.3.4|. Reported procedure: A mixture of 11.0 g (0.10 mol) of 5-hydroxy-2-methylpyridine (commercially available), 13.8 g (0.10 mol) of n-butyl bromide and 6.00 g (0.04 mol) of anhydrous potassium carbonate with 100 ml of acetone was refluxed for 24 hours, the solvent was removed, 100 ml of water was added, and the mixture was extracted with chloroform. The chloroform layer was washed with water, dried over anhydrous sodium sulfate, and then concentrated under a reduced pressure. The residue was separated by silica gel col... The reactants are C(C)(C)(C)OC(=O)N1C(CCCC1)N1N=CC(=C1)C=1C=NC(=C(C1)C=1SC2=C(N1)C=CC=C2Br)N (4-[6-amino-5-(7-bromobenzothiazol-2-yl)-pyridin-3-yl]-pyrazol-1-ylpiperidine-1-carboxylic acid tert-butyl ester), N1N=CC(=C1)B(O)O (4-pyrazoleboronic acid), C([O-])([O-])=O.[K+].[K+] (potassium carbonate), PL-Thiol, Cl (HCl). The reagents and catalysts are C1=CC=C(C=C1)P([C-]2C=CC=C2)C3=CC=CC=C3.C1=CC=C(C=C1)P([C-]2C=CC=C2)C3=CC=CC=C3.Cl[Pd]Cl.[Fe+2] (Pd(dppf)Cl2). Solvent: O1CCOCC1 (1,4-dioxane), O (H2O), C(Cl)Cl (DCM), CCOCC (ether). Conditions: temperature 100 celsius, time 30 minute. Yields the product Cl.Cl.N1CCC(CC1)N1N=CC(=C1)C=1C=C(C(=NC1)N)C=1SC2=C(N1)C=CC=C2C=2C=NNC2 (5-(1-Piperidin-4-yl-1H-pyrazol-4-yl)-3-[7-(1H-pyrazol-4-yl)benzothiazol-2-yl]pyridin-2-ylamine dihydrochloride). RXN SMILES: C(OC(N1CCCCC1[N:14]1[CH:18]=[C:17]([C:19]2[CH:20]=[N:21][C:22]([NH2:35])=[C:23]([C:25]3[S:26][C:27]4[C:33](Br)=[CH:32][CH:31]=[CH:30][C:28]=4[N:29]=3)[CH:24]=2)[CH:16]=[N:15]1)=O)(C)(C)C.[NH:36]1[CH:40]=[C:39](B(O)O)[CH:38]=[N:37]1.C(=O)([O-])[O-].[K+].[K+].[ClH:50]>O1CCOCC1.O.C(Cl)Cl.CCOCC.C1C=CC(P(C2C=CC=CC=2)[C-]2C=CC=C2)=CC=1.C1C=CC(P(C2C=CC=CC=2)[C-]2C=CC=C2)=CC=1.Cl[Pd]Cl.[Fe+2]>[ClH:50].[ClH:50].[NH:21]1[CH2:22][CH2:23][CH:24]([N:14]2[CH:18]=[C:17]([C:19]3[CH:24]=[C:23]([C:25]4[S:26][C:27]5[C:33]([C:39]6[CH:38]=[N:37][NH:36][CH:40]=6)=[CH:32][CH:31]=[CH:30][C:28]=5[N:29]=4)[C:22]([NH2:35])=[N:21][CH:20]=3)[CH:16]=[N:15]2)[CH2:19][CH2:20]1 |f:2.3.4,10.11.12.13,14.15.16|. Procedure: A solution of 4-[6-amino-5-(7-bromobenzothiazol-2-yl)-pyridin-3-yl]-pyrazol-1-ylpiperidine-1-carboxylic acid tert-butyl ester (30 mg, 0.050 mmol), 4-pyrazoleboronic acid (12 mg, 0.11 mmol), potassium carbonate (20 mg, 0.20 mmol) and Pd(dppf)Cl2 (2 mg, 0.01 mmol) in 1,4-dioxane (1.2 mL) and H2O (0.4 mL) was left to stir at 100° C. for 30 min in the microwave reactor. Then, the mixture was passed through PL-Thiol MP SPE resin and the filtrate was concentrated in vacuo. The resulting oil was partit... Reactants: COC(COC1=C2C(=C(N(C2=C2C(=C1)C=CC=C2)CC2CCCCC2)C)C(C(=O)N)=O)=O (2-[[3-(2-amino-1,2-dioxoethyl)-1-cyclohexylmethyl-2-methyl-1H-benz[g]indol-4-yl]oxy]acetic acid methyl ester), [OH-].[Li+] (lithium hydroxide), Cl (hydrochloric acid). Solvent: O (water), O1CCCC1 (tetrahydrofuran). Conditions: time 28 hour. Yields the product NC(C(=O)C1=C(N(C2=C3C(=CC(=C12)OCC(=O)O)C=CC=C3)CC3CCCCC3)C)=O (2-[[3-(2-amino-1,2-dioxoethyl)-1-cyclohexylmethyl-2-methyl-1H-benz[g]indol-4-yl]oxy]acetic acid). Isolated yield 54.2%. Reaction SMILES: C[O:2][C:3](=[O:32])[CH2:4][O:5][C:6]1[CH:14]=[C:13]2[CH:15]=[CH:16][CH:17]=[CH:18][C:12]2=[C:11]2[C:7]=1[C:8]([C:27](=[O:31])[C:28]([NH2:30])=[O:29])=[C:9]([CH3:26])[N:10]2[CH2:19][CH:20]1[CH2:25][CH2:24][CH2:23][CH2:22][CH2:21]1.[OH-].[Li+].Cl>O1CCCC1.O>[NH2:30][C:28](=[O:29])[C:27]([C:8]1[C:7]2[C:11](=[C:12]3[CH:18]=[CH:17][CH:16]=[CH:15][C:13]3=[CH:14][C:6]=2[O:5][CH2:4][C:3]([OH:32])=[O:2])[N:10]([CH2:19][CH:20]2[CH2:25][CH2:24][CH2:23][CH2:22][CH2:21]2)[C:9]=1[CH3:26])=[O:31] |f:1.2|. Procedure: To a solution of 2-[[3-(2-amino-1,2-dioxoethyl)-1-cyclohexylmethyl-2-methyl-1H-benz[g]indol-4-yl]oxy]acetic acid methyl ester (0.042 g, 0.096 mmol) in 60% tetrahydrofuran/40% methanol (5 mL) was added 1 M lithium hydroxide solution (3 mL). The resulting mixture was stirred at room temperature for 28 h. The mixture was warmed briefly, diluted with water, and acidified with concentrated hydrochloric acid. The resulting yellow precipitate was collected via vacuum filtration and air-dried to provide... Starting materials: ClC=1C(=C(C=CC1)[C@H]1[C@@H](N[C@H]([C@]1(C#N)C1=C(C=C(C=C1)Cl)F)CC(C)(C)C)C(=O)NC1=C(C=C(C(=O)O)C=C1)OC)F (4-((2R,3S,4R,5S)-3-(3-chloro-2-fluorophenyl)-4-(4-chloro-2-fluorophenyl)-4-cyano-5-neopentylpyrrolidine-2-carboxamido)-3-methoxybenzoic acid), O1CCN(CC1)CCO (2-morpholinoethanol). Yields the product N1(CCOCC1)CCOC(C1=CC(=C(C=C1)NC(=O)[C@@H]1N[C@H]([C@]([C@H]1C1=C(C(=CC=C1)Cl)F)(C#N)C1=C(C=C(C=C1)Cl)F)CC(C)(C)C)OC)=O (4-{[(2R,3S,4R,5S)-4-(4-chloro-2-fluoro-phenyl)-3-(3-chloro-2-fluoro-phenyl)-4-cyano-5-(2,2-dimethyl-propyl)-pyrrolidine-2-carbonyl]-amino}-3-methoxy-benzoic acid 2-morpholin-4-yl-ethyl ester). RXN SMILES: [Cl:1][C:2]1[C:3]([F:42])=[C:4]([C@@H:8]2[C@:12]([C:15]3[CH:20]=[CH:19][C:18]([Cl:21])=[CH:17][C:16]=3[F:22])([C:13]#[N:14])[C@H:11]([CH2:23][C:24]([CH3:27])([CH3:26])[CH3:25])[NH:10][C@H:9]2[C:28]([NH:30][C:31]2[CH:39]=[CH:38][C:34]([C:35]([OH:37])=[O:36])=[CH:33][C:32]=2[O:40][CH3:41])=[O:29])[CH:5]=[CH:6][CH:7]=1.[O:43]1[CH2:48][CH2:47][N:46]([CH2:49][CH2:50]O)[CH2:45][CH2:44]1>>[N:46]1([CH2:49][CH2:50][O:36][C:35](=[O:37])[C:34]2[CH:38]=[CH:39][C:31]([NH:30][C:28]([C@H:9]3[C@H:8]([C:4]4[CH:5]=[CH:6][CH:7]=[C:2]([Cl:1])[C:3]=4[F:42])[C@:12]([C:15]4[CH:20]=[CH:19][C:18]([Cl:21])=[CH:17][C:16]=4[F:22])([C:13]#[N:14])[C@H:11]([CH2:23][C:24]([CH3:26])([CH3:27])[CH3:25])[NH:10]3)=[O:29])=[C:32]([O:40][CH3:41])[CH:33]=2)[CH2:47][CH2:48][O:43][CH2:44][CH2:45]1. Procedure: In a manner similar to the method described in Example 14, 4-((2R,3S,4R,5S)-3-(3-chloro-2-fluorophenyl)-4-(4-chloro-2-fluorophenyl)-4-cyano-5-neopentylpyrrolidine-2-carboxamido)-3-methoxybenzoic acid (prepared as described in US20100152190A1) was reacted with 2-morpholinoethanol to give 4-{[(2R,3S,4R,5S)-4-(4-chloro-2-fluoro-phenyl)-3-(3-chloro-2-fluoro-phenyl)-4-cyano-5-(2,2-dimethyl-propyl)-pyrrolidine-2-carbonyl]-amino}-3-methoxy-benzoic acid 2-morpholin-4-yl-ethyl ester. MS (ES+) m/z calcd. ... The reactants are FC1=CC=C(C=C1)C(CC)=O (4'-fluoropropiophenone), C=O (paraformaldehyde), C([O-])([O-])=O.[K+].[K+] (potassium carbonate). The solvent is CO (methyl alcohol). Product: FC1=CC=C(C=C1)C(C(CO)C)=O (4'-fluoro-3-hydroxy-2-methylpropiophenone). RXN SMILES: [F:1][C:2]1[CH:7]=[CH:6][C:5]([C:8](=[O:11])[CH2:9][CH3:10])=[CH:4][CH:3]=1.[CH2:12]=[O:13].C(=O)([O-])[O-].[K+].[K+]>CO>[F:1][C:2]1[CH:3]=[CH:4][C:5]([C:8](=[O:11])[CH:9]([CH3:10])[CH2:12][OH:13])=[CH:6][CH:7]=1 |f:2.3.4|. Procedure details: A mixture of 45.7 g. (0.3 moles) of 4'-fluoropropiophenone, 9 g. (0.3 moles) of paraformaldehyde, 4 g. (0.03 mole) of anhydrous potassium carbonate and 200 ml. of methyl alcohol is stirred at 35°C for two days. The reaction is quenched in water and acidified with hydrochloric acid. The product is extracted into benzene. The benzene layer is washed with water and concentrated in vacuo to give 4'-fluoro-3-hydroxy-2-methylpropiophenone.